Task: describe an organic reaction: reactants, conditions, products, and yield. Dataset: the Open Reaction Database (ORD), a public repository of structured organic reaction records Starting materials: CN1C=C(C(=CC1=O)NC1=CC2=CC=CC=C2C=C1)C(=O)OC1=C(C(=C(C(=C1F)F)F)F)F (2,3,4,5,6-Pentafluorophenyl 1-methyl-4-(2-naphthylamino)-6-oxo-1,6-dihydro-3-pyridinecarboxylate), N (NH3). Run in C1CCOC1 (THF). The product is CN1C=C(C(=CC1=O)NC1=CC2=CC=CC=C2C=C1)C(=O)N (1-methyl-4-(2-naphthylamino)-6-oxo-1,6-dihydro-3-pyridinecarboxamide). Yield: 87.0%. Reaction SMILES: [CH3:1][N:2]1[C:7](=[O:8])[CH:6]=[C:5]([NH:9][C:10]2[CH:19]=[CH:18][C:17]3[C:12](=[CH:13][CH:14]=[CH:15][CH:16]=3)[CH:11]=2)[C:4]([C:20]([O:22]C2C(F)=C(F)C(F)=C(F)C=2F)=O)=[CH:3]1.[NH3:34]>C1COCC1>[CH3:1][N:2]1[C:7](=[O:8])[CH:6]=[C:5]([NH:9][C:10]2[CH:19]=[CH:18][C:17]3[C:12](=[CH:13][CH:14]=[CH:15][CH:16]=3)[CH:11]=2)[C:4]([C:20]([NH2:34])=[O:22])=[CH:3]1. Procedure details: 2,3,4,5,6-Pentafluorophenyl 1-methyl-4-(2-naphthylamino)-6-oxo-1,6-dihydro-3-pyridinecarboxylate in THF was reacted with conc. NH3 solution as for example 37, step B. The crude product was recrystallised (MeOH/EtOAc) to give 1-methyl-4-(2-naphthylamino)-6-oxo-1,6-dihydro-3-pyridinecarboxamide as a white solid (87%); m.p. (MeOH/EtOAc) 254-257° C. 1H NMR [400 MHz, (CD3)2SO] δ 10.56 (s, 1H), 8.35 (s, 1H), 7.95-7.86 (m, 4H), 7.74 (d, J=1.9 Hz, 1H), 7.53-7.42 (m, 3H), 7.39 (dd, J=8.7, 2.1 Hz, 1H), 5.... The reactants are CN1N=CC(=C1C(=O)N)[N+](=O)[O-] (1-methyl-4-nitro-1H-pyrazole-5-carboxamide), C1=CN(C=N1)C(=O)N2C=CN=C2 (N,N-carbonyldimidazole). The solvent is C(C)#N (acetonitrile). Reaction conditions: temperature 100 celsius, time 18 hour. The product is CN1N=CC=2NC(NC(C21)=O)=O (1-methyl-1H-pyrazolo[4,3-d]pyrimidine-5,7(4H,6H)-dione). Isolated yield 91.7%. Reaction SMILES: [CH3:1][N:2]1[C:6]([C:7]([NH2:9])=[O:8])=[C:5]([N+:10]([O-])=O)[CH:4]=[N:3]1.C1N=CN([C:18](N2C=NC=C2)=[O:19])C=1>C(#N)C>[CH3:1][N:2]1[C:6]2[C:7](=[O:8])[NH:9][C:18](=[O:19])[NH:10][C:5]=2[CH:4]=[N:3]1. Procedure details: This compound was prepared following the method described in WO2008/071650. To a stirred solution of 1-methyl-4-nitro-1H-pyrazole-5-carboxamide (1.27 g, 9.06 mmol) in acetonitrile (35.6 mL) refluxed at 100° C. was added N,N-carbonyldimidazole (1.91 g, 11.78 mmol, 1.3 eq.) proportion wise over 1 hour. The reaction mixture was stirred at 100° C. under N2 for 18 hours. The resultant precipitate was filtered, rinsed well with cold acetonitrile, and pumped dry on high-vac to yield 1.38 g (91.5%) of a... Reaction conditions: temperature 100 celsius. The product is [N+](=O)([O-])C1=CC=CC2=C1NC(CO2)(C(=O)O)C2=NC=CC=C2 (5-nitro-3-pyridin-2-yl-3,4-dihydro-2H-1,4-benzoxazine-3-carboxylic acid). Reported procedure: 5-Nitro-3-pyridin-2-yl-3,4-dihydro-2H-1,4-benzoxazine-3-carbonitrile (80 mg, 0.3 mmol) was dissolved in concentrated hydrochloric acid (3 mL, 100 mmol) and heated to 100° C. for 2 h. The reaction was allowed to cool to room temperature, diluted with water, and the pH was adjusted to pH 7 with sodium bicarbonate. The neutralized solution was then extracted with ethyl acetate. The combined organic layers were washed with brine, dried over magnesium sulfate, and concentrated to give crude 5-nitro-3... As a reaction SMILES: [N+:1]([C:4]1[C:9]2[NH:10][C:11]([C:16]3[CH:21]=[CH:20][CH:19]=[CH:18][N:17]=3)(C#N)[CH2:12][O:13][C:8]=2[CH:7]=[CH:6][CH:5]=1)([O-:3])=[O:2].Cl.[C:23](=[O:26])(O)[O-:24].[Na+]>O>[N+:1]([C:4]1[C:9]2[NH:10][C:11]([C:16]3[CH:21]=[CH:20][CH:19]=[CH:18][N:17]=3)([C:23]([OH:24])=[O:26])[CH2:12][O:13][C:8]=2[CH:7]=[CH:6][CH:5]=1)([O-:3])=[O:2] |f:2.3|. Reactants: [N+](=O)([O-])C1=CC=CC2=C1NC(CO2)(C#N)C2=NC=CC=C2 (5-Nitro-3-pyridin-2-yl-3,4-dihydro-2H-1,4-benzoxazine-3-carbonitrile), Cl (hydrochloric acid), C([O-])(O)=O.[Na+] (sodium bicarbonate). The solvent is O (water). Reactants: C([O-])(O)=O.[Na+] (sodium bicarbonate), COC(C1=CN=C(C=C1)OCC=1C(=NOC1C)C1=CC=CC=C1)=O (6-(5-methyl-3-phenyl-isoxazol-4-ylmethoxy)-nicotinic acid methyl ester), NCCCCO (4-amino-1-butanol), N12CCCN=C2NCCC1 (1,5,7-triazabicyclo[4.4.0]dec-5-ene). Run in C1(=CC=CC=C1)C (toluene). Reaction conditions: time 6 hour. The product is OCCCCNC(C1=CN=C(C=C1)OCC=1C(=NOC1C)C1=CC=CC=C1)=O (N-(4-Hydroxy-butyl)-6-(5-methyl-3-phenyl-isoxazol-4-ylmethoxy)-nicotinamide). Yield: 37.2%. Reaction SMILES: CO[C:3](=[O:24])[C:4]1[CH:9]=[CH:8][C:7]([O:10][CH2:11][C:12]2[C:13]([C:18]3[CH:23]=[CH:22][CH:21]=[CH:20][CH:19]=3)=[N:14][O:15][C:16]=2[CH3:17])=[N:6][CH:5]=1.[NH2:25][CH2:26][CH2:27][CH2:28][CH2:29][OH:30].N12CCCNC1=NCCC2.C(=O)(O)[O-].[Na+]>C1(C)C=CC=CC=1>[OH:30][CH2:29][CH2:28][CH2:27][CH2:26][NH:25][C:3](=[O:24])[C:4]1[CH:9]=[CH:8][C:7]([O:10][CH2:11][C:12]2[C:13]([C:18]3[CH:19]=[CH:20][CH:21]=[CH:22][CH:23]=3)=[N:14][O:15][C:16]=2[CH3:17])=[N:6][CH:5]=1 |f:3.4|. Reported procedure: To a solution of 6-(5-methyl-3-phenyl-isoxazol-4-ylmethoxy)-nicotinic acid methyl ester (180 mg, 0.55 mmol) and 4-amino-1-butanol (59 mg, 0.66 mmol) in toluene (1 mL) was added 1,5,7-triazabicyclo[4.4.0]dec-5-ene (23 mg, 0.17 mmol) and the reaction stirred under argon for 6 h at room temperature. Saturated aqueous sodium bicarbonate (1 mL) was then added and the resulting mixture was extracted with ethyl acetate (3×5 mL). The combined organic extracts were then dried over sodium sulfate and evap... Reactants: CCO, NCCC(F)=C(F)F, O=CC1C=NNC1=O. Product: O=C1NN=CC1=CNCCC(F)=C(F)F. As a reaction SMILES: [CH3:17][CH2:18][OH:19].[F:1][C:2]([CH2:3][CH2:4][NH2:5])=[C:6]([F:7])[F:8].[O:9]=[C:10]1[CH:11]([CH:15]=[O:16])[CH:12]=[N:13][NH:14]1>>[F:1][C:2]([CH2:3][CH2:4][NH:5][CH:15]=[C:11]1[C:10](=[O:9])[NH:14][N:13]=[CH:12]1)=[C:6]([F:7])[F:8]. Procedure: 60 mg (0.23 mmol) spiro[piperidin-4,4′-pyrido[2,3-d][1,3]oxazin]-2′(1′H)-one hydrochloride, 60 mg (0.23 mmol) 5-(6-chloropyrimidin-4-yloxy)-7-methyl-1H-indazole and 100 μL (0.58 mmol) DIPEA in 0.8 mL DMF were stirred at RT over the weekend. The reaction mixture was purified by chromatography. The fractions containing product were combined and evaporated down i.vac. to leave the aqueous residue. This was neutralised with an aqueous saturated NaHCO3 solution. The precipitate formed was suction fil... Solvent: CN(C)C=O (DMF). Starting materials: C(=O)(O)[O-].[Na+] (NaHCO3), Cl.N1C(OC2(C3=C1N=CC=C3)CCNCC2)=O (spiro[piperidin-4,4′-pyrido[2,3-d][1,3]oxazin]-2′(1′H)-one hydrochloride), ClC1=CC(=NC=N1)OC=1C=C2C=NNC2=C(C1)C (5-(6-chloropyrimidin-4-yloxy)-7-methyl-1H-indazole), CCN(C(C)C)C(C)C (DIPEA). RXN SMILES: Cl.[NH:2]1[C:7]2[N:8]=[CH:9][CH:10]=[CH:11][C:6]=2[C:5]2([CH2:16][CH2:15][NH:14][CH2:13][CH2:12]2)[O:4][C:3]1=[O:17].Cl[C:19]1[N:24]=[CH:23][N:22]=[C:21]([O:25][C:26]2[CH:27]=[C:28]3[C:32](=[C:33]([CH3:35])[CH:34]=2)[NH:31][N:30]=[CH:29]3)[CH:20]=1.CCN(C(C)C)C(C)C.C([O-])(O)=O.[Na+]>CN(C=O)C>[CH3:35][C:33]1[CH:34]=[C:26]([O:25][C:21]2[N:22]=[CH:23][N:24]=[C:19]([N:14]3[CH2:13][CH2:12][C:5]4([O:4][C:3](=[O:17])[NH:2][C:7]5[N:8]=[CH:9][CH:10]=[CH:11][C:6]4=5)[CH2:16][CH2:15]3)[CH:20]=2)[CH:27]=[C:28]2[C:32]=1[NH:31][N:30]=[CH:29]2 |f:0.1,4.5|. Product: CC=1C=C(C=C2C=NNC12)OC1=CC(=NC=N1)N1CCC2(C3=C(NC(O2)=O)N=CC=C3)CC1 (1-(6-(7-methyl-1H-indazol-5-yloxy)pyrimidin-4-yl)spiro[piperidin-4,4′-pyrido[2,3-d]-[1,3]oxazin]-2′(1′H)-one). Yields the product [Si](C)(C)(C(C)(C)C)O[C@@H]1C[C@H](N(C1)C(=O)OC(C)(C)C)COC ((2S,4R)-4-(tert-butyldimethylsilyloxy)-1-(tert-butoxycarbonyl)-2-methoxymethylpyrrolidine). Reported procedure: To a solution of sodium hydride (60% in oil, 816 mg) and methyl iodide (4.9 ml) in tetrahydrofuran (50 ml), which was heated at 50°-60° C., was added dropwise a solution of (2S,4R)-4-(tert-butyldimethylsilyloxy)-1-(tert-butoxycarbonyl)-2-hydroxymethylpyrrolidine (5.2 g) in tetrahydrofuran (10 ml). After stirring for two hours, the reaction mixture was poured into a mixture of water and ethyl acetate, the organic layer was separated, washed in turn with saturated aqueous sodium sulfite and brine,... Reaction SMILES: [H-].[Na+].[CH3:3]I.[Si:5]([O:12][C@H:13]1[CH2:17][N:16]([C:18]([O:20][C:21]([CH3:24])([CH3:23])[CH3:22])=[O:19])[C@H:15]([CH2:25][OH:26])[CH2:14]1)([C:8]([CH3:11])([CH3:10])[CH3:9])([CH3:7])[CH3:6].O>O1CCCC1.C(OCC)(=O)C>[Si:5]([O:12][C@H:13]1[CH2:17][N:16]([C:18]([O:20][C:21]([CH3:24])([CH3:23])[CH3:22])=[O:19])[C@H:15]([CH2:25][O:26][CH3:3])[CH2:14]1)([C:8]([CH3:11])([CH3:10])[CH3:9])([CH3:7])[CH3:6] |f:0.1|. The reactants are [Si](C)(C)(C(C)(C)C)O[C@@H]1C[C@H](N(C1)C(=O)OC(C)(C)C)CO ((2S,4R)-4-(tert-butyldimethylsilyloxy)-1-(tert-butoxycarbonyl)-2-hydroxymethylpyrrolidine), O (water), [H-].[Na+] (sodium hydride), CI (methyl iodide). Solvent: O1CCCC1 (tetrahydrofuran), C(C)(=O)OCC (ethyl acetate), O1CCCC1 (tetrahydrofuran). Reaction conditions: time 2 hour. The reactants are Cl (Hydrochloric acid), NC=1C(=CC(=C(C1)N1C(C=2C(C1=O)=CC=CC2)=O)F)Cl (N-(5-amino-4-chloro-2-fluorophenyl)phthalimide), C(C=C)(=O)OC (methyl acrylate), N(=O)OC(C)(C)C (t-butyl nitrite). The reagents and catalysts are [Cu](Cl)Cl (copper (II) chloride). The solvent is C(C)#N (acetonitrile). The product is ClC(C(=O)OC)CC1=C(C=C(C(=C1)N1C(C=2C(C1=O)=CC=CC2)=O)F)Cl (Methyl 2-Chloro-3-(2-chloro-4-fluoro-5-phthalimidophenyl)propionate). As a reaction SMILES: [C:1]([O:5][CH3:6])(=[O:4])[CH:2]=[CH2:3].N(OC(C)(C)C)=O.N[C:15]1[C:16]([Cl:33])=[CH:17][C:18]([F:32])=[C:19]([N:21]2[C:25](=[O:26])[C:24]3=[CH:27][CH:28]=[CH:29][CH:30]=[C:23]3[C:22]2=[O:31])[CH:20]=1.[ClH:34]>C(#N)C.[Cu](Cl)Cl>[Cl:34][CH:2]([CH2:3][C:15]1[CH:20]=[C:19]([N:21]2[C:25](=[O:26])[C:24]3=[CH:27][CH:28]=[CH:29][CH:30]=[C:23]3[C:22]2=[O:31])[C:18]([F:32])=[CH:17][C:16]=1[Cl:33])[C:1]([O:5][CH3:6])=[O:4]. Procedure details: In 20 ml of acetonitrile were dissolved 3.44 g of methyl acrylate and 0.62 g of t-butyl nitrite, and 0.65 g of copper (II) chloride was added. Under stirring, 1.16 g of N-(5-amino-4-chloro-2-fluorophenyl)phthalimide was added thereto in small portions, followed by stirring at room temperature for 1 hour. 3N Hydrochloric acid was added to the reaction mixture. After stirring, the reaction mixture was extracted with ethyl acetate. The organic layer was washed successively with water and a saturate...